From a dataset of the Open Reaction Database (ORD), a public repository of structured organic reaction records. describe an organic reaction: reactants, conditions, products, and yield Reaction SMILES: [CH:1]1([N:6]2[C:10]3[N:11]=[C:12]([NH:15][C:16]4[CH:24]=[CH:23][C:19]([C:20]([OH:22])=O)=[CH:18][N:17]=4)[N:13]=[CH:14][C:9]=3[CH:8]=[C:7]2[C:25](=[O:29])[N:26]([CH3:28])[CH3:27])[CH2:5][CH2:4][CH2:3][CH2:2]1.[C:30]([O:34][C:35]([N:37]1[CH:42]2[CH2:43][CH2:44][CH:38]1[CH2:39][NH:40][CH2:41]2)=[O:36])([CH3:33])([CH3:32])[CH3:31]>>[C:30]([O:34][C:35]([N:37]1[CH:38]2[CH2:44][CH2:43][CH:42]1[CH2:41][N:40]([C:20]([C:19]1[CH:18]=[N:17][C:16]([NH:15][C:12]3[N:13]=[CH:14][C:9]4[CH:8]=[C:7]([C:25](=[O:29])[N:26]([CH3:27])[CH3:28])[N:6]([CH:1]5[CH2:5][CH2:4][CH2:3][CH2:2]5)[C:10]=4[N:11]=3)=[CH:24][CH:23]=1)=[O:22])[CH2:39]2)=[O:36])([CH3:33])([CH3:31])[CH3:32]. Starting materials: amide, C1(CCCC1)N1C(=CC2=C1N=C(N=C2)NC2=NC=C(C(=O)O)C=C2)C(N(C)C)=O (6-(7-cyclopentyl-6-(dimethylcarbamoyl)-7H-pyrrolo[2,3-d]pyrimidin-2-ylamino)nicotinic acid), C(C)(C)(C)OC(=O)N1C2CNCC1CC2 (3,8-Diaza-bicyclo[3.2.1]octane-8-carboxylic acid tert-butyl ester). Procedure: Following general amide formation method 1, 6-(7-cyclopentyl-6-(dimethylcarbamoyl)-7H-pyrrolo[2,3-d]pyrimidin-2-ylamino)nicotinic acid (400 mg, 1.01 mmol) was combined with 3,8-Diaza-bicyclo[3.2.1]octane-8-carboxylic acid tert-butyl ester (250 mg, 1.18 mmol. 1.1 eq) which yielded 3-[6-(7-Cyclopentyl-6-dimethylcarbamoyl-7H-pyrrolo[2,3-d]pyrimidin-2-ylamino)-pyridine-3-carbonyl]-3,8-diaza-bicyclo[3.2.1]octane-8-carboxylic acid tert-butyl ester after work up and was immediately used in next step wi... Product: C(C)(C)(C)OC(=O)N1C2CN(CC1CC2)C(=O)C=2C=NC(=CC2)NC=2N=CC1=C(N2)N(C(=C1)C(N(C)C)=O)C1CCCC1 (3-[6-(7-Cyclopentyl-6-dimethylcarbamoyl-7H-pyrrolo[2,3-d]pyrimidin-2-ylamino)-pyridine-3-carbonyl]-3,8-diaza-bicyclo[3.2.1]octane-8-carboxylic acid tert-butyl ester). Starting materials: COP(=O)(CC(=O)CCCCc1ccc2c(n1)NCC2)OC, Cc1ncc(C=O)cn1, [K+], [K+], O=C([O-])[O-], CN(C)C=O. Product: Cc1ncc(C=CC(=O)CCCCc2ccc3c(n2)NCC3)cn1. RXN SMILES: [CH3:1][O:2][P:3](=[O:4])([O:5][CH3:6])[CH2:7][C:8]([CH2:9][CH2:10][CH2:11][CH2:12][c:13]1[cH:14][cH:15][c:16]2[c:17]([n:18]1)[NH:19][CH2:20][CH2:21]2)=[O:22].[CH3:23][c:24]1[n:25][cH:26][c:27]([CH:30]=[O:31])[cH:28][n:29]1.[K+:32].[K+:33].[O-:34][C:35]([O-:36])=[O:37].[O:38]=[CH:39][N:40]([CH3:41])[CH3:42]>>[CH:7]([C:8]([CH2:9][CH2:10][CH2:11][CH2:12][c:13]1[cH:14][cH:15][c:16]2[c:17]([n:18]1)[NH:19][CH2:20][CH2:21]2)=[O:22])=[CH:30][c:27]1[cH:26][n:25][c:24]([CH3:23])[n:29][cH:28]1. The reactants are CCOC(=O)c1sc(N)nc1-c1ccccc1, CO, NN, O, O. Product: NNC(=O)c1sc(N)nc1-c1ccccc1. Reaction SMILES: [CH2:1]([O:3][C:4](=[O:2])[c:6]1[c:7](-[c:12]2[cH:13][cH:14][cH:15][cH:16][cH:17]2)[n:8][c:9]([NH2:11])[s:10]1)[CH3:5].[CH3:22][OH:23].[NH2:19][NH2:20].[OH2:18].[OH2:21]>>[O:3]=[C:4]([c:6]1[c:7](-[c:12]2[cH:13][cH:14][cH:15][cH:16][cH:17]2)[n:8][c:9]([NH2:11])[s:10]1)[NH:19][NH2:20].